This data is from the Open Reaction Database (ORD), a public repository of structured organic reaction records. The task is: describe an organic reaction: reactants, conditions, products, and yield Reactants: ClC1=NC(=C2N=C(N(C2=N1)C)CN1CC(C1)C1CCOCC1)N1CCOCC1 (2-chloro-9-methyl-6-morpholin-4-yl-8-[3-(tetrahydropyran-4-yl)azetidin-1-ylmethyl]-9H-purine), CC=1NC2=C(N1)C=CC=C2 (2-methylbenzimidazole), CC(C)C1=CC(=C(C(=C1)C(C)C)C2=C(C=CC=C2)P(C3CCCCC3)C4CCCCC4)C(C)C (Xphos), C(=O)([O-])[O-].[Cs+].[Cs+] (Cs2CO3). Reagents/catalysts: C=1C=CC(=CC1)/C=C/C(=O)/C=C/C2=CC=CC=C2.C=1C=CC(=CC1)/C=C/C(=O)/C=C/C2=CC=CC=C2.C=1C=CC(=CC1)/C=C/C(=O)/C=C/C2=CC=CC=C2.[Pd].[Pd] (tris(dibenzylideneacetone)dipalladium). The solvent is O1CCOCC1 (dioxane). Run at temperature 150 celsius. Product: CN1C2=NC(=NC(=C2N=C1CN1CC(C1)C1CCOCC1)N1CCOCC1)N1C(=NC2=C1C=CC=C2)C (4-(9-methyl-2-(2-methyl-1H-benzo[d]imidazol-1-yl)-8-((3-(tetrahydro-2H-pyran-4-yl)azetidin-1-yl)methyl)-9H-purin-6-yl)morpholine). Isolated yield 74.6%. As a reaction SMILES: Cl[C:2]1[N:10]=[C:9]2[C:5]([N:6]=[C:7]([CH2:12][N:13]3[CH2:16][CH:15]([CH:17]4[CH2:22][CH2:21][O:20][CH2:19][CH2:18]4)[CH2:14]3)[N:8]2[CH3:11])=[C:4]([N:23]2[CH2:28][CH2:27][O:26][CH2:25][CH2:24]2)[N:3]=1.[CH3:29][C:30]1[NH:31][C:32]2[CH:38]=[CH:37][CH:36]=[CH:35][C:33]=2[N:34]=1.CC(C1C=C(C(C)C)C(C2C=CC=CC=2P(C2CCCCC2)C2CCCCC2)=C(C(C)C)C=1)C.C([O-])([O-])=O.[Cs+].[Cs+]>O1CCOCC1.C1C=CC(/C=C/C(/C=C/C2C=CC=CC=2)=O)=CC=1.C1C=CC(/C=C/C(/C=C/C2C=CC=CC=2)=O)=CC=1.C1C=CC(/C=C/C(/C=C/C2C=CC=CC=2)=O)=CC=1.[Pd].[Pd]>[CH3:11][N:8]1[C:7]([CH2:12][N:13]2[CH2:14][CH:15]([CH:17]3[CH2:18][CH2:19][O:20][CH2:21][CH2:22]3)[CH2:16]2)=[N:6][C:5]2[C:9]1=[N:10][C:2]([N:31]1[C:32]3[CH:38]=[CH:37][CH:36]=[CH:35][C:33]=3[N:34]=[C:30]1[CH3:29])=[N:3][C:4]=2[N:23]1[CH2:24][CH2:25][O:26][CH2:27][CH2:28]1 |f:3.4.5,7.8.9.10.11|. Reported procedure: A mixture of 2-chloro-9-methyl-6-morpholin-4-yl-8-[3-(tetrahydropyran-4-yl)azetidin-1-ylmethyl]-9H-purine (112 mg, 0.28 mmol), 2-methylbenzimidazole (44 mg, 0.33 mmol), tris(dibenzylideneacetone)dipalladium (13 mg, 0.01 mmol), Xphos (26 mg, 0.06 mmol) and Cs2CO3 (179 mg, 0.55 mmol) in dioxane (3 mL) was purged with argon then heated at 150° C. for 30 min in a microwave reactor. The reaction mixture was filtered through a pad of celite, washing with EtOAc. The filtrate was concentrated in vacuo a... The reactants are Cc1cc(OCc2ccccc2)cc2nc(OC(C)C)oc(=O)c12, CCOC(C)=O, [H][H]. The product is Cc1cc(O)cc2nc(OC(C)C)oc(=O)c12. As a reaction SMILES: [CH3:1][c:2]1[cH:3][c:4]([O:17][CH2:18][c:19]2[cH:20][cH:21][cH:22][cH:23][cH:24]2)[cH:5][c:6]2[c:7]1[c:8](=[O:16])[o:9][c:10]([O:12][CH:13]([CH3:14])[CH3:15])[n:11]2.[CH3:27][CH2:28][O:29][C:30](=[O:31])[CH3:32].[H:25][H:26]>>[CH3:1][c:2]1[cH:3][c:4]([OH:17])[cH:5][c:6]2[c:7]1[c:8](=[O:16])[o:9][c:10]([O:12][CH:13]([CH3:14])[CH3:15])[n:11]2.